From a dataset of the Open Reaction Database (ORD), a public repository of structured organic reaction records. describe an organic reaction: reactants, conditions, products, and yield Reactants: BrC1=NC2=C(N1[C@@H]1[C@@H](OC(C)=O)[C@@H](OC(C)=O)[C@@H](OC(C)=O)CO1)C=C(C(=C2)Cl)Cl (2-bromo-5,6-dichloro-1-(2,3,4-tri-O-acetyl-beta-L-ribopyranosyl)-1H-benzimidazole), C([O-])([O-])=O.[Na+].[Na+] (sodium carbonate). The solvent is O (water). Reaction conditions: time 8 hour. The product is BrC1=NC2=C(N1[C@@H]1[C@@H](O)[C@@H](O)[C@@H](O)CO1)C=C(C(=C2)Cl)Cl (2-bromo-5,6-dichloro-1-beta-L-ribopyranosyl-1H-benzimidazole). Isolated yield 71.6%. RXN SMILES: [Br:1][C:2]1[N:6]([C@H:7]2[O:24][CH2:23][C@H:18]([O:19]C(=O)C)[C@H:13]([O:14]C(=O)C)[C@@H:8]2[O:9]C(=O)C)[C:5]2[CH:25]=[C:26]([Cl:30])[C:27]([Cl:29])=[CH:28][C:4]=2[N:3]=1.C(=O)([O-])[O-].[Na+].[Na+]>O>[Br:1][C:2]1[N:6]([C@H:7]2[O:24][CH2:23][C@H:18]([OH:19])[C@H:13]([OH:14])[C@@H:8]2[OH:9])[C:5]2[CH:25]=[C:26]([Cl:30])[C:27]([Cl:29])=[CH:28][C:4]=2[N:3]=1 |f:1.2.3|. Procedure: An alcoholic solution of 2-bromo-5,6-dichloro-1-(2,3,4-tri-O-acetyl-beta-L-ribopyranosyl)-1H-benzimidazole (0.50 g, 0.95 mmol) was deprotected according to General Procedure VI with 0.61 g (5.8 mmol) of sodium carbonate in 5 ml of water. After stirring overnight at ambient temperature, the mixture was filtered and treated as described in General Procedure VI to give 2-bromo-5,6-dichloro-1-beta-L-ribopyranosyl-1H-benzimidazole (0.27 g, 0.68 mmol, 72% yield); MS (API+): m/z (rel. intensity) 398 (1... The reactants are Brc1ccncc1, CC(C)(C)[O-], Cc1ccccc1, c1ccc(-c2ccccc2P(C2CCCCC2)C2CCCCC2)cc1, Cl, CNCCCCOc1ccc2c(ccn2-c2ccc(F)cc2)c1, [Na+], [Na+], CC(=O)[O-], CC(=O)[O-], [OH-], [Pd+2]. Yields the product CN(CCCCOc1ccc2c(ccn2-c2ccc(F)cc2)c1)c1ccncc1. RXN SMILES: [Br:56][c:57]1[cH:58][cH:59][n:60][cH:61][cH:62]1.[CH3:49][C:50]([CH3:51])([O-:52])[CH3:53].[CH3:65][c:66]1[cH:67][cH:68][cH:69][cH:70][cH:71]1.[CH:24]1([P:25]([c:26]2[cH:27][cH:28][cH:29][cH:30][c:31]2-[c:32]2[cH:33][cH:34][cH:35][cH:36][cH:37]2)[CH:38]2[CH2:39][CH2:40][CH2:41][CH2:42][CH2:43]2)[CH2:44][CH2:45][CH2:46][CH2:47][CH2:48]1.[ClH:55].[F:1][c:2]1[cH:3][cH:4][c:5](-[n:8]2[cH:9][cH:10][c:11]3[cH:12][c:13]([O:17][CH2:18][CH2:19][CH2:20][CH2:21][NH:22][CH3:23])[cH:14][cH:15][c:16]23)[cH:6][cH:7]1.[Na+:54].[Na+:64].[O-:73][C:74]([CH3:75])=[O:76].[O-:77][C:78]([CH3:79])=[O:80].[OH-:63].[Pd+2:72]>>[F:1][c:2]1[cH:3][cH:4][c:5](-[n:8]2[cH:9][cH:10][c:11]3[cH:12][c:13]([O:17][CH2:18][CH2:19][CH2:20][CH2:21][N:22]([CH3:23])[c:57]4[cH:58][cH:59][n:60][cH:61][cH:62]4)[cH:14][cH:15][c:16]23)[cH:6][cH:7]1.